From a dataset of the Open Reaction Database (ORD), a public repository of structured organic reaction records. describe an organic reaction: reactants, conditions, products, and yield The reactants are COC(=O)C(CC1CCCC1)c1ccc(SC)c(C(F)(F)F)c1, [Li+], C1CCOC1, [OH-], O, O. The product is CSc1ccc(C(CC2CCCC2)C(=O)O)cc1C(F)(F)F. As a reaction SMILES: [CH3:1][O:2][C:3]([CH:4]([CH2:5][CH:6]1[CH2:7][CH2:8][CH2:9][CH2:10]1)[c:11]1[cH:12][c:13]([C:19]([F:20])([F:21])[F:22])[c:14]([S:17][CH3:18])[cH:15][cH:16]1)=[O:23].[Li+:24].[O:27]1[CH2:28][CH2:29][CH2:30][CH2:31]1.[OH-:25].[OH2:26].[OH2:32]>>[O:2]=[C:3]([CH:4]([CH2:5][CH:6]1[CH2:7][CH2:8][CH2:9][CH2:10]1)[c:11]1[cH:12][c:13]([C:19]([F:20])([F:21])[F:22])[c:14]([S:17][CH3:18])[cH:15][cH:16]1)[OH:23].